From a dataset of the Open Reaction Database (ORD), a public repository of structured organic reaction records. describe an organic reaction: reactants, conditions, products, and yield The reactants are S1SC(CC1)CCCCNC(N[C@@H](C(=O)O)C)=O (2(R)-{3-[4-(1,2-dithiolan-3-yl)butyl]ureido}propionic acid), [H-].[Na+] (sodium hydride), N,N'-carbonyldiimidazole, S(=O)(=O)(N)N (sulfamide). Solvent: CN(C=O)C (dimethylformamide). Product: S1SC(CC1)CCCCNC(N[C@@H](C(=O)NS(=O)(=O)N)C)=O (N-(2(R)-{3-[4-(1,2-Dithiolan-3-yl)butyl]ureido}propionyl)sulfamide). The yield is 42.8%. Reaction SMILES: [S:1]1[CH2:5][CH2:4][CH:3]([CH2:6][CH2:7][CH2:8][CH2:9][NH:10][C:11](=[O:18])[NH:12][C@H:13]([CH3:17])[C:14](O)=[O:15])[S:2]1.[S:19]([NH2:23])([NH2:22])(=[O:21])=[O:20].[H-].[Na+]>CN(C)C=O>[S:1]1[CH2:5][CH2:4][CH:3]([CH2:6][CH2:7][CH2:8][CH2:9][NH:10][C:11](=[O:18])[NH:12][C@H:13]([CH3:17])[C:14]([NH:22][S:19]([NH2:23])(=[O:21])=[O:20])=[O:15])[S:2]1 |f:2.3|. Reported procedure: The reaction was carried out as described in Example 73, but using 0.21 g of 2(R)-{3-[4-(1,2-dithiolan-3-yl)butyl]ureido}propionic acid (prepared as described in Example 71), 5 ml of anhydrous dimethylformamide, 0.13 g of N,N'-carbonyldiimidazole, 0.15 g of sulfamide and 0.04 g of sodium hydride (as a 55% w/w dispersion in mineral oil). The solvent was removed from the reaction mixture by evaporation under reduced pressure, and water was added to the residue. The mixture was neutralized by the a... Reactants: S(O)(O)(=O)=O (sulfuric acid), NC=1C=C(C=CC1)N1C(C(CC1=O)(C)C)=O (N-m-aminophenyl-2,2-dimethylsuccinimide). The reagents and catalysts are C(CC)(=O)OC(CC)=O (propionic anhydride). The solvent is O (water). The product is C(CC)(=O)NC=1C=C(C=CC1)N1C(C(CC1=O)(C)C)=O (N(m-propionamidophenyl)-2,2-dimethylsuccinimide). RXN SMILES: S(=O)(=O)(O)O.[NH2:6][C:7]1[CH:8]=[C:9]([N:13]2[C:17](=[O:18])[CH2:16][C:15]([CH3:20])([CH3:19])[C:14]2=[O:21])[CH:10]=[CH:11][CH:12]=1>C(OC(=O)CC)(=O)CC.O>[C:17]([NH:6][C:7]1[CH:8]=[C:9]([N:13]2[C:17](=[O:18])[CH2:16][C:15]([CH3:19])([CH3:20])[C:14]2=[O:21])[CH:10]=[CH:11][CH:12]=1)(=[O:18])[CH2:16][CH3:15]. Reported procedure: Five and one half g. of propionic anhydride containing one drop of concentrated sulfuric acid was mixed at ambient temperature with 8.7 g. of N-m-aminophenyl-2,2-dimethylsuccinimide in a small beaker. The mixture became very hot and on cooling was poured into water and extracted with methylene chloride, which was dried and stripped under vacuum yielding 9.5 g. of a glassy product. The product was identified as the title compound by analysis of infrared spectra. Reported procedure: Toluene (10 ml) and H2O (1 ml) were added into a mixture of 4 (0.25 g, 0.72 mmol), 3,6-dibromocarbazole (0.12 g, 0.36 mmol), Pd(PPh3)4 (0.04 g, 0.036 mmol) and Na2CO3 (0.37 g, 3.6 mmol). The reaction mixture was stirred at 90° C. for 12 hours, cooled to room temperature, and then extracted with methylene chloride. The organic extracts were combined, washed with water, and dried over MgSO4. Upon evaporating off the solvent, the crude product was purified by gradient column chromatography on silic... Yields the product CC(CN1C2=CC=CC=C2C=2C=C(C=CC12)C=1C=CC=2NC3=CC=C(C=C3C2C1)C=1C=CC=2N(C3=CC=CC=C3C2C1)CC(C)C)C (3,6-bis(9-(2-methylpropyl)carbazol-3-yl)carbazole). Run in O (H2O). Conditions: temperature 90 celsius, time 12 hour. Reagents/catalysts: C=1C=CC(=CC1)[P](C=2C=CC=CC2)(C=3C=CC=CC3)[Pd]([P](C=4C=CC=CC4)(C=5C=CC=CC5)C=6C=CC=CC6)([P](C=7C=CC=CC7)(C=8C=CC=CC8)C=9C=CC=CC9)[P](C=1C=CC=CC1)(C=1C=CC=CC1)C=1C=CC=CC1 (Pd(PPh3)4). Isolated yield 61.0%. Reactants: C1(=CC=CC=C1)C (Toluene), CC(CN1C2=CC=CC=C2C=2C=C(C=CC12)B1OC(C(O1)(C)C)(C)C)C (2-(9-(2-methylpropyl)carbazol-3-yl)-4,4,5,5-tetramethyl-[1,3,2]-dioxaborolane), BrC=1C=CC=2NC3=CC=C(C=C3C2C1)Br (3,6-dibromocarbazole), C(=O)([O-])[O-].[Na+].[Na+] (Na2CO3). RXN SMILES: [C:1]1([CH3:7])[CH:6]=[CH:5][CH:4]=[CH:3][CH:2]=1.[CH3:8][CH:9]([CH3:33])[CH2:10][N:11]1[C:23]2[CH:22]=[CH:21][C:20](B3OC(C)(C)C(C)(C)O3)=[CH:19][C:18]=2[C:17]2[C:12]1=[CH:13][CH:14]=[CH:15][CH:16]=2.Br[C:35]1[CH:36]=[CH:37][C:38]2[NH:39][C:40]3[C:45]([C:46]=2[CH:47]=1)=[CH:44][C:43](Br)=[CH:42][CH:41]=3.C([O-])([O-])=O.[Na+].[Na+]>C1C=CC([P]([Pd]([P](C2C=CC=CC=2)(C2C=CC=CC=2)C2C=CC=CC=2)([P](C2C=CC=CC=2)(C2C=CC=CC=2)C2C=CC=CC=2)[P](C2C=CC=CC=2)(C2C=CC=CC=2)C2C=CC=CC=2)(C2C=CC=CC=2)C2C=CC=CC=2)=CC=1.O>[CH3:8][CH:9]([CH3:33])[CH2:10][N:11]1[C:12]2[CH:13]=[CH:14][C:15]([C:35]3[CH:36]=[CH:37][C:38]4[NH:39][C:40]5[C:45]([C:46]=4[CH:47]=3)=[CH:44][C:43]([C:20]3[CH:21]=[CH:22][C:23]4[N:11]([CH2:10][CH:9]([CH3:33])[CH3:8])[C:12]6[C:17]([C:18]=4[CH:19]=3)=[CH:16][CH:15]=[CH:14][CH:13]=6)=[CH:42][CH:41]=5)=[CH:16][C:7]=2[C:1]2[C:6]1=[CH:5][CH:4]=[CH:3][CH:2]=2 |f:3.4.5,^1:58,60,79,98|. Reactants: CC1(C)C(=O)N(Br)C(=O)N1Br, CCc1cc2ccccc2s1, CCCCCCC, CC(C)(C#N)N=NC(C)(C)C#N. Product: CC(Br)c1cc2ccccc2s1. As a reaction SMILES: [Br:12][N:13]1[C:14]([CH3:15])([CH3:16])[C:17](=[O:18])[N:19]([Br:20])[C:21]1=[O:22].[CH2:1]([CH3:2])[c:3]1[cH:4][c:5]2[c:6]([s:7]1)[cH:8][cH:9][cH:10][cH:11]2.[CH3:35][CH2:36][CH2:37][CH2:38][CH2:39][CH2:40][CH3:41].[N:23]#[C:24][C:25]([N:26]=[N:27][C:28]([C:29]#[N:30])([CH3:31])[CH3:32])([CH3:33])[CH3:34]>>[CH:1]([CH3:2])([c:3]1[cH:4][c:5]2[c:6]([s:7]1)[cH:8][cH:9][cH:10][cH:11]2)[Br:12]. The reactants are N1N=CC(=C1)C=1C(=NC(=CC1)N)N (3-(1H-pyrazol-4-yl)-pyridine-2,6-diamine), [H-].[Na+] (sodium hydride), C(C1=CC=CC=C1)OC1=NC=C(C=C1)CCl (2-benzyloxy-5-chloromethyl-pyridine). Solvent: CN(C=O)C (N,N-dimethylformamide). Run at time 30 minute. Yields the product C(C1=CC=CC=C1)OC1=CC=C(C=N1)CN1N=CC(=C1)C=1C(=NC(=CC1)N)N (3-(1-(6-Benzyloxy-pyridin-3-ylmethyl)-1H-pyrazol-4-yl)-pyridin-2,6-diamine). The yield is 43.0%. RXN SMILES: [NH:1]1[CH:5]=[C:4]([C:6]2[C:7]([NH2:13])=[N:8][C:9]([NH2:12])=[CH:10][CH:11]=2)[CH:3]=[N:2]1.[H-].[Na+].[CH2:16]([O:23][C:24]1[CH:29]=[CH:28][C:27]([CH2:30]Cl)=[CH:26][N:25]=1)[C:17]1[CH:22]=[CH:21][CH:20]=[CH:19][CH:18]=1>CN(C)C=O>[CH2:16]([O:23][C:24]1[N:25]=[CH:26][C:27]([CH2:30][N:1]2[CH:5]=[C:4]([C:6]3[C:7]([NH2:13])=[N:8][C:9]([NH2:12])=[CH:10][CH:11]=3)[CH:3]=[N:2]2)=[CH:28][CH:29]=1)[C:17]1[CH:18]=[CH:19][CH:20]=[CH:21][CH:22]=1 |f:1.2|. Reported procedure: To an N,N-dimethylformamide (5.00 mL) solution of 3-(1H-pyrazol-4-yl)-pyridine-2,6-diamine (30.0 mg, 0.171 mmol) described in Manufacturing Example 36-1-2 was added sodium hydride (7.52 mg, 0.188 mmol, 60% in oil) on an ice bath (0° C.), which was stirred for 30 minutes at room temperature. Thereafter, 2-benzyloxy-5-chloromethyl-pyridine (59.9 mg, 0.257 mmol) described in Manufacturing Example 191-1-2 was added to the mixture, which was stirred for 30 minutes at room temperature. The reaction mi... The reactants are C1(=CC=CC=C1)C(N1CC(C1)N1CCN(CC1)CC)C1=CC=CC=C1 (1-(1-(diphenylmethyl)azetidin-3-yl)-4-ethylpiperazine), resultant mixture. The reagents and catalysts are [OH-].[Pd+2].[OH-].[C] (palladium hydroxide carbon). Solvent: CO (methanol). Product: N1CC(C1)N1CCN(CC1)CC (1-(Azetidin-3-yl)-4-ethylpiperazine), mixture. Reaction SMILES: C1(C(C2C=CC=CC=2)[N:8]2[CH2:11][CH:10]([N:12]3[CH2:17][CH2:16][N:15]([CH2:18][CH3:19])[CH2:14][CH2:13]3)[CH2:9]2)C=CC=CC=1>[OH-].[Pd+2].[OH-].[C].CO>[NH:8]1[CH2:11][CH:10]([N:12]2[CH2:17][CH2:16][N:15]([CH2:18][CH3:19])[CH2:14][CH2:13]2)[CH2:9]1 |f:1.2.3.4|. Procedure details: To a mixed solution of 1-(1-(diphenylmethyl)azetidin-3-yl)-4-ethylpiperazine (12.7 g, 37.9 mmol) described in Production Example 1-3-1 and methanol (50 mL) was added palladium hydroxide-carbon (5.00 g) at room temperature. The resultant mixture was stirred under a hydrogen atmosphere at room temperature and at 0.35 MPa to 0.40 MPa for 10 hours. The reaction mixture was purged with a nitrogen atmosphere and was then filtrated using Celite. A filtrate was concentrated under a reduced pressure to g... Reaction SMILES: [CH3:21][S:22]([CH3:23])=[O:24].[Cl:1][c:2]1[n:3][c:4]([CH3:17])[n:5][c:6]([N:9]2[CH:10]([CH3:16])[CH2:11][N:12]([CH3:15])[CH2:13][CH2:14]2)[c:7]1[F:8].[NH2:19][NH2:20].[OH2:18]>>[c:2]1([NH:19][NH2:20])[n:3][c:4]([CH3:17])[n:5][c:6]([N:9]2[CH:10]([CH3:16])[CH2:11][N:12]([CH3:15])[CH2:13][CH2:14]2)[c:7]1[F:8]. Yields the product Cc1nc(NN)c(F)c(N2CCN(C)CC2C)n1. The reactants are CS(C)=O, Cc1nc(Cl)c(F)c(N2CCN(C)CC2C)n1, NN, O. Reactants: CC(C)(C)OC(=O)NC(C(=O)N1CC(Oc2ccc(Cl)cn2)CC1C(=O)NC(CC1CCC1)C(O)C(=O)NC1CC1)C(C)(C)C, ClCCl, Cl, C1COCCO1. Yields the product CC(C)(C)C(N)C(=O)N1CC(Oc2ccc(Cl)cn2)CC1C(=O)NC(CC1CCC1)C(O)C(=O)NC1CC1, Cl. As a reaction SMILES: [Cl:1][c:2]1[cH:3][cH:4][c:5]([O:8][CH:9]2[CH2:10][CH:11]([C:29]([NH:30][CH:31]([CH2:32][CH:33]3[CH2:34][CH2:35][CH2:36]3)[CH:37]([C:38](=[O:39])[NH:40][CH:41]3[CH2:42][CH2:43]3)[OH:44])=[O:45])[N:12]([C:14]([CH:15]([C:16]([CH3:17])([CH3:18])[CH3:19])[NH:20][C:21](=[O:22])[O:23][C:24]([CH3:25])([CH3:26])[CH3:27])=[O:28])[CH2:13]2)[n:6][cH:7]1.[Cl:47][CH2:48][Cl:49].[ClH:46].[O:50]1[CH2:51][CH2:52][O:53][CH2:54][CH2:55]1>>[Cl:1][c:2]1[cH:3][cH:4][c:5]([O:8][CH:9]2[CH2:10][CH:11]([C:29]([NH:30][CH:31]([CH2:32][CH:33]3[CH2:34][CH2:35][CH2:36]3)[CH:37]([C:38](=[O:39])[NH:40][CH:41]3[CH2:42][CH2:43]3)[OH:44])=[O:45])[N:12]([C:14]([CH:15]([C:16]([CH3:17])([CH3:18])[CH3:19])[NH2:20])=[O:28])[CH2:13]2)[n:6][cH:7]1.[ClH:46].